Dataset: the Open Reaction Database (ORD), a public repository of structured organic reaction records. Task: describe an organic reaction: reactants, conditions, products, and yield Starting materials: C1(=CC=C(C=C1)S(=O)(=O)OC(C)C=1N=C(NC1[N+](=O)[O-])C(N)=S)C (1-p-toluenesulphonyloxyethyl-2-thiocarbamyl-5-nitroimidazole), ClCC(=O)CCl (1,3-dichloroacetone), O1CCOCC1 (dioxan), O (water). Reaction conditions: temperature 130 celsius. Yields the product CN1C(=NC=C1[N+](=O)[O-])C=1SC=C(N1)CCl (2-(1-methyl-5-nitroimidazol-2-yl)-4-chloromethylthiazole), ClCC=1N=CSC1 (4-chloromethylthiazole). As a reaction SMILES: C1(C)C=CC(S(OC([C:13]2[N:14]=[C:15]([C:21](=[S:23])[NH2:22])[NH:16][C:17]=2[N+:18]([O-:20])=[O:19])C)(=O)=O)=CC=1.[Cl:25][CH2:26][C:27]([CH2:29]Cl)=O.O.O1CCOC[CH2:33]1>>[CH3:33][N:16]1[C:17]([N+:18]([O-:20])=[O:19])=[CH:13][N:14]=[C:15]1[C:21]1[S:23][CH:29]=[C:27]([CH2:26][Cl:25])[N:22]=1.[Cl:25][CH2:26][C:15]1[N:14]=[CH:13][S:23][CH:21]=1. Procedure: The 2-thiocarbamyl compounds from Example 1 (0.27 mole) and 1,3-dichloroacetone (0.55 mole) in dioxan (55 ml.) were stirred and heated at 130° C. for 2 hours. The mixture was poured into water, the resultant precipitate washed with hot water and dried to yield 2-(1-methyl-5-nitroimidazol-2-yl)-4-chloromethylthiazole m.p. 160°-2° C. and 2-(1-p-toluenesulphonyloxyethyl)-5-nitroimidazol-2-yl)-4-chloromethylthiazole respectively. The 1-p-toluenesulphonyloxy compound, on treatment as described at the... Starting materials: ClC1=C2CCC(C2=CC=C1)=O (4-chloroindanone), C(C)(C)(C)C1=CC=C(C=C1)B(O)O (4-tert-butylphenylboronic acid), C(CO)O (ethylene glycol), C([O-])([O-])=O.[Na+].[Na+] (sodium carbonate). Reagents/catalysts: CC(=O)[O-].CC(=O)[O-].[Pd+2] (Pd(OAc)2), C1=CC(=CC(=C1)S(=O)(=O)[O-])P(C2=CC(=CC=C2)S(=O)(=O)[O-])C3=CC(=CC=C3)S(=O)(=O)[O-].[Na+].[Na+].[Na+] (TPPTS). Solvent: O (water), O (water). Yields the product C(C)(C)(C)C1=CC=C(C=C1)C1=C2CCC(C2=CC=C1)=O (4-(4′-tert-butylphenyl)indanone). The yield is 95.9%. Reaction SMILES: Cl[C:2]1[CH:10]=[CH:9][CH:8]=[C:7]2[C:3]=1[CH2:4][CH2:5][C:6]2=[O:11].[C:12]([C:16]1[CH:21]=[CH:20][C:19](B(O)O)=[CH:18][CH:17]=1)([CH3:15])([CH3:14])[CH3:13].C(O)CO.C(=O)([O-])[O-].[Na+].[Na+]>O.CC([O-])=O.CC([O-])=O.[Pd+2].C1C=C(S([O-])(=O)=O)C=C(P(C2C=CC=C(S([O-])(=O)=O)C=2)C2C=CC=C(S([O-])(=O)=O)C=2)C=1.[Na+].[Na+].[Na+]>[C:12]([C:16]1[CH:21]=[CH:20][C:19]([C:2]2[CH:10]=[CH:9][CH:8]=[C:7]3[C:3]=2[CH2:4][CH2:5][C:6]3=[O:11])=[CH:18][CH:17]=1)([CH3:15])([CH3:14])[CH3:13] |f:3.4.5,7.8.9,10.11.12.13|. Procedure: 14.0 g (84 mmol) of 4-chloroindanone, 32.9 g (185 mmol) of 4-tert-butylphenylboronic acid, 230 ml of ethylene glycol and 38 ml of water together with 19.6 g of sodium carbonate are placed in a reaction vessel and degassed three times. A solution of 94 mg (0.42 mmol) of Pd(OAc)2 and 2.1 ml (1.26 mmol) of TPPTS in 2 ml of water is subsequently added. The resulting reaction mixture is refluxed for 5 hours. After cooling, it is extracted three times with toluene and the combined organic phases are w...